From a dataset of the Open Reaction Database (ORD), a public repository of structured organic reaction records. describe an organic reaction: reactants, conditions, products, and yield The reactants are C=C(C)CC1=C(C)C(=O)C(C)=C(C)C1=O, [Cl-], [Cl-], [Cl-], [Cl-], Nc1ccc(Cl)cc1, ClCCCl, [Ti+4], c1ccncc1. The product is C=C(C)CC1=C(C)C(=Nc2ccc(Cl)cc2)C(C)=C(C)C1=O. As a reaction SMILES: [CH3:7][C:8]1=[C:9]([CH2:18][C:19](=[CH2:20])[CH3:21])[C:10](=[O:17])[C:11]([CH3:16])=[C:12]([CH3:15])[C:13]1=[O:14].[Cl-:34].[Cl-:35].[Cl-:36].[Cl-:37].[Cl:22][c:23]1[cH:24][cH:25][c:26]([NH2:27])[cH:28][cH:29]1.[Cl:30][CH2:31][CH2:32][Cl:33].[Ti+4:38].[cH:1]1[cH:2][cH:3][n:4][cH:5][cH:6]1>>[CH3:7][C:8]1=[C:9]([CH2:18][C:19](=[CH2:20])[CH3:21])[C:10](=[O:17])[C:11]([CH3:16])=[C:12]([CH3:15])[C:13]1=[N:27][c:26]1[cH:25][cH:24][c:23]([Cl:22])[cH:29][cH:28]1. Starting materials: [OH-].[Na+] (sodium hydroxide), S(=O)(=O)([O-])[O-].[Na+].[Na+] (sodium sulfate), ClC1=CC=C(C=C1)S(=O)(=O)NCCSC1=CC(=C(OCC(=O)OCC)C(=C1)F)F (ethyl 4-[2-(4-chlorophenylsulfonylamino)ethylthio]-2,6-difluorophenoxyacetate), [H-].[Al+3].[Li+].[H-].[H-].[H-] (lithium aluminum hydride). The solvent is C(C)(=O)OCC (ethyl acetate), O1CCCC1 (tetrahydrofuran). The product is ClC1=CC=C(C=C1)S(=O)(=O)NCCSC1=CC(=C(OCCO)C(=C1)F)F (2-{4-[2-(4-chlorophenylsulfonylamino)ethylthio]-2,6-difluorophenoxy}ethanol). RXN SMILES: [Cl:1][C:2]1[CH:7]=[CH:6][C:5]([S:8]([NH:11][CH2:12][CH2:13][S:14][C:15]2[CH:27]=[C:26]([F:28])[C:18]([O:19][CH2:20][C:21](OCC)=[O:22])=[C:17]([F:29])[CH:16]=2)(=[O:10])=[O:9])=[CH:4][CH:3]=1.[H-].[Al+3].[Li+].[H-].[H-].[H-].[OH-].[Na+].S([O-])([O-])(=O)=O.[Na+].[Na+]>C(OCC)(=O)C.O1CCCC1>[Cl:1][C:2]1[CH:7]=[CH:6][C:5]([S:8]([NH:11][CH2:12][CH2:13][S:14][C:15]2[CH:16]=[C:17]([F:29])[C:18]([O:19][CH2:20][CH2:21][OH:22])=[C:26]([F:28])[CH:27]=2)(=[O:10])=[O:9])=[CH:4][CH:3]=1 |f:1.2.3.4.5.6,7.8,9.10.11|. Procedure: To a mixture of ethyl 4-[2-(4-chlorophenylsulfonylamino)ethylthio]-2,6-difluorophenoxyacetate (0.46 g) and tetrahydrofuran (30 ml) was added under ice cooling lithium aluminum hydride (38 mg), and the mixture was stirred at room temperature for an hour. To the reaction mixture was added successively 10% aqueous sodium hydroxide solution (0.2 ml), ethyl acetate (30 ml) and anhydrous sodium sulfate (1 g), and the insolubles were removed by filtration. After evaporation of the filtrate under reduce...